Dataset: the Open Reaction Database (ORD), a public repository of structured organic reaction records. Task: describe an organic reaction: reactants, conditions, products, and yield Starting materials: BrC1=CC=C(C=C1)C1CCC(CC1)C=O (4-(4-bromophenyl)cyclohexanecarb-oxaldehyde), [OH-].[K+] (potassium hydroxide), O1CCCC1 (tetrahydrofuran), triethyl phosphonoacetate. Solvent: O (water). Run at time 8 hour. Product: residue, BrC1=CC=C(C=C1)[C@@H]1CC[C@H](CC1)/C=C/C(=O)OCC (ethyl (E)-3-[trans-4-(4-bromo-phenyl)cyclohexyl]acrylate). RXN SMILES: [Br:1][C:2]1[CH:7]=[CH:6][C:5]([CH:8]2[CH2:13][CH2:12][CH:11]([CH:14]=O)[CH2:10][CH2:9]2)=[CH:4][CH:3]=1.[OH-:16].[K+].[O:18]1[CH2:22][CH2:21][CH2:20][CH2:19]1>O>[Br:1][C:2]1[CH:3]=[CH:4][C:5]([C@H:8]2[CH2:9][CH2:10][C@H:11](/[CH:14]=[CH:20]/[C:19]([O:18][CH2:22][CH3:21])=[O:16])[CH2:12][CH2:13]2)=[CH:6][CH:7]=1 |f:1.2|. Procedure details: A mixture of 9.1 g of 4-(4-bromophenyl)cyclohexanecarb-oxaldehyde and 3.8 g of powdered potassium hydroxide in 200 ml of tetrahydrofuran was placed at room temperature in a sulphonation flask while gassing with argon and treated with 9.2 g of triethyl phosphonoacetate within 15 minutes, stirred overnight, taken up in 100 ml of water and extracted three times with 100 ml of methylene chloride each time. The organic phases were washed twice with 100 ml of water each time, dried over magnesium sulp... Starting materials: C(C)(=O)N1CC2(CC2C1)C1=CC=C(C=C1)[N+](=O)[O-] (3-acetyl-1-(p-nitrophenyl)-3-azabicyclo[3.1.0]hexane). Reagents/catalysts: [Pd] (palladium on charcoal). The solvent is O1CCCC1 (tetrahydrofuran). The product is C(C)(=O)N1CC2(CC2C1)C1=CC=C(C=C1)N (3-acetyl-1-(p-aminophenyl)-3-azabicyclo[3.1.0]hexane). As a reaction SMILES: [C:1]([N:4]1[CH2:9][CH:8]2[C:6]([C:10]3[CH:15]=[CH:14][C:13]([N+:16]([O-])=O)=[CH:12][CH:11]=3)([CH2:7]2)[CH2:5]1)(=[O:3])[CH3:2]>O1CCCC1.[Pd]>[C:1]([N:4]1[CH2:9][CH:8]2[C:6]([C:10]3[CH:15]=[CH:14][C:13]([NH2:16])=[CH:12][CH:11]=3)([CH2:7]2)[CH2:5]1)(=[O:3])[CH3:2]. Procedure: A solution of 3-acetyl-1-(p-nitrophenyl)-3-azabicyclo[3.1.0]hexane in tetrahydrofuran is hydrogenated at atmospheric pressure and ambient temperature using a 5% palladium on charcoal catalyst. Filtration and evaporation of the filtrate under reduced pressure gives 3-acetyl-1-(p-aminophenyl)-3-azabicyclo[3.1.0]hexane. The reactants are CCOC(=O)Cc1ccc(OC)c(Oc2ccc([N+](=O)[O-])cc2CN(CC)C(=O)OCc2ccccc2)c1, CN(C)N, CCO, [Cl-]. Product: CCOC(=O)Cc1ccc(OC)c(Oc2ccc(N)cc2CN(CC)C(=O)OCc2ccccc2)c1. RXN SMILES: [CH2:1]([CH3:2])[O:3][C:4]([CH2:5][c:6]1[cH:7][c:8]([O:14][c:15]2[c:16]([CH2:24][N:25]([CH2:26][CH3:27])[C:28](=[O:29])[O:30][CH2:31][c:32]3[cH:33][cH:34][cH:35][cH:36][cH:37]3)[cH:17][c:18]([N+:21]([O-:22])=[O:23])[cH:19][cH:20]2)[c:9]([O:12][CH3:13])[cH:10][cH:11]1)=[O:38].[CH3:39][N:40]([NH2:41])[CH3:42].[CH3:44][CH2:45][OH:46].[Cl-:43]>>[CH2:1]([CH3:2])[O:3][C:4]([CH2:5][c:6]1[cH:7][c:8]([O:14][c:15]2[c:16]([CH2:24][N:25]([CH2:26][CH3:27])[C:28](=[O:29])[O:30][CH2:31][c:32]3[cH:33][cH:34][cH:35][cH:36][cH:37]3)[cH:17][c:18]([NH2:21])[cH:19][cH:20]2)[c:9]([O:12][CH3:13])[cH:10][cH:11]1)=[O:38]. The reactants are C1OCC2=C1C=CC(=C2)NC=O (N-(1,3-dihydro-2-benzofuran-5-yl)formamide), [H-].[H-].[H-].[H-].[Li+].[Al+3] (LAH). Run in O (water), CCOC(=O)C (EtOAc), C1CCOC1 (THF). Run at time 2 hour. Product: CNC1=CC2=C(COC2)C=C1 (N-methyl-1,3-dihydro-2-benzofuran-5-amine). The yield is 98.3%. Reaction SMILES: [CH2:1]1[C:5]2[CH:6]=[CH:7][C:8]([NH:10][CH:11]=O)=[CH:9][C:4]=2[CH2:3][O:2]1.[H-].[H-].[H-].[H-].[Li+].[Al+3]>C1COCC1.O.CCOC(C)=O>[CH3:11][NH:10][C:8]1[CH:7]=[CH:6][C:5]2[CH2:1][O:2][CH2:3][C:4]=2[CH:9]=1 |f:1.2.3.4.5.6|. Procedure: To a solution of N-(1,3-dihydro-2-benzofuran-5-yl)formamide (250 mg, 1.5 mmol) in THF (20 mL) was added LAH (1.9 mL, 2.4 M in THF, 4.6 mmol) at 0° C. The reaction was stirred at r.t. for 2 h. The solution was diluted with water (0.5 mL) and EtOAc (30 mL), dried (Na2SO4), and concentrated to give 220 mg (96%) of the title compound as a yellow oil. [M+H] Calc'd for C9H11NO, 150. Found, 150. Starting materials: FC(C=1C=C(C(=O)Cl)C=CC1)(F)F (3-trifluoromethylbenzoyl chloride), NCC(=O)O (glycine), [OH-].[Na+] (sodium hydroxide). Yields the product FC(C=1C=C(C(=O)NCC(=O)O)C=CC1)(F)F (N-(3-trifluoromethylbenzoyl)aminoacetic acid). As a reaction SMILES: [F:1][C:2]([F:13])([F:12])[C:3]1[CH:4]=[C:5]([CH:9]=[CH:10][CH:11]=1)[C:6](Cl)=[O:7].[NH2:14][CH2:15][C:16]([OH:18])=[O:17].[OH-].[Na+]>>[F:1][C:2]([F:13])([F:12])[C:3]1[CH:4]=[C:5]([CH:9]=[CH:10][CH:11]=1)[C:6]([NH:14][CH2:15][C:16]([OH:18])=[O:17])=[O:7] |f:2.3|. Reported procedure: 5.5 of 3-trifluoromethylbenzoyl chloride were dropped slowly onto 15 ml of an aqueous solution containing 2.0 g of glycine and 2.1 g of sodium hydroxide, and then, after the dropwise addition was complete, the reaction solution was heated at 70° C. for 2 hours, with stirring. The mixture was allowed to stand to cool, and then the reaction solution was washed with ethyl acetate, the aqueous layer was neutralized with 8N hydrochloric acid, and the crystals which separated out were filtered to affo... Conditions: temperature 70 celsius. Starting materials: [N+](=[N-])=C (diazomethane), C(C)(C)(C)OC(=O)N[C@@H](C)C(=O)O ([(t-butyloxy)carbonyl]-L-alanine), CN1CCOCC1 (N-methylmorpholine), ClC(=O)OCC(C)C (isobutyl chloroformate). Solvent: CCOCC (ether), O1CCCC1 (tetrahydrofuran), O1CCCC1 (tetrahydrofuran). Conditions: time 14 minute. The product is [N+](=[N-])=CC([C@H](C)NC(OC(C)(C)C)=O)=O ([(S)-3-Diazo-1-methyl-2-oxopropyl]carbamic acid, 1,1-dimethylethyl ester). Reaction SMILES: [C:1]([O:5][C:6]([NH:8][C@H:9]([C:11]([OH:13])=O)[CH3:10])=[O:7])([CH3:4])([CH3:3])[CH3:2].CN1CCOCC1.ClC(OCC(C)C)=O.[N+:29](=[CH2:31])=[N-:30]>O1CCCC1.CCOCC>[N+:29](=[CH:31][C:11](=[O:13])[C@@H:9]([NH:8][C:6](=[O:7])[O:5][C:1]([CH3:2])([CH3:3])[CH3:4])[CH3:10])=[N-:30]. Procedure details: To a vigorously stirred solution of [(t-butyloxy)carbonyl]-L-alanine (15.14 g, 80 mmol) and N-methylmorpholine (8.80 ml, 80 mmol) in 80 ml of dry tetrahydrofuran at -15° C. under argon was added a solution of isobutyl chloroformate (10.37 ml, 80 mmol) in 10 ml tetrahydrofuran, maintaining the reaction temperature below -12° C. After the addition was complete, the reaction mixture was stirred for 14 minutes and then diluted with 250 ml of anhydrous ether (prechilled to -20° C.) and quickly filter... The reactants are N-Benzyloxycaronbyl-L-phenylalanyl-Nε -trifluoroacetyl-L-lysine, ( C ), C(C1=CC=CC=C1)OC(=O)N[C@@H](CC1=CC=CC=C1)C(=O)O (N-benzyloxycarbonyl-L-phenylalanine), FC(C(=O)NCCCC[C@H](N)C(=O)O)(F)F (Nε -trifluoroacetyl-L-lysine). RXN SMILES: [CH2:1]([O:8][C:9]([NH:11][C@H:12]([C:20]([OH:22])=O)[CH2:13][C:14]1[CH:19]=[CH:18][CH:17]=[CH:16][CH:15]=1)=[O:10])[C:2]1[CH:7]=[CH:6][CH:5]=[CH:4][CH:3]=1.FC(F)(F)C(NCCC[CH2:31][C@@H:32]([C:34]([OH:36])=[O:35])[NH2:33])=O>>[CH2:1]([O:8][C:9]([NH:11][C@H:12]([C:20]([NH:33][C@H:32]([C:34]([OH:36])=[O:35])[CH3:31])=[O:22])[CH2:13][C:14]1[CH:15]=[CH:16][CH:17]=[CH:18][CH:19]=1)=[O:10])[C:2]1[CH:3]=[CH:4][CH:5]=[CH:6][CH:7]=1. The product is C(C1=CC=CC=C1)OC(=O)N[C@@H](CC1=CC=CC=C1)C(=O)N[C@@H](C)C(=O)O (N-Benzyloxycarbonyl-L-Phenylalanyl-L-Alanine). Procedure: N-Benzyloxycaronbyl-L-phenylalanyl-Nε -trifluoroacetyl-L-lysine (m.p. 143°-147° C.) from N-benzyloxycarbonyl-L-phenylalanine and Nε -trifluoroacetyl-L-lysine (A. T. Moore, et al., J. Chem. Soc. (C), 2349-2359 (1966)). The reactants are solution, C(CCC)[Li] (butyllithium), ClC=1C(=NN(C1)C(N(CC)CC)=O)S(=O)(=O)C1=C(C=CC=C1C)CC (4-chloro-1-(diethylcarbamoyl)-3-(2-ethyl-6-methylphenylsulfonyl)pyrazole), CSSC (methyl disulfide), [Cl-].[NH4+] (ammonium chloride). Run in CCCCCC (hexane), O1CCCC1 (tetrahydrofuran). Run at time 30 minute. Product: ClC=1C(=NN(C1SC)C(N(CC)CC)=O)S(=O)(=O)C1=C(C=CC=C1C)CC (4-Chloro-1-(diethylcarbamoyl)-3-(2-ethyl-6-methylphenylsulfonyl)-5-methylthiopyrazole). Isolated yield 35.0%. RXN SMILES: C([Li])CCC.[Cl:6][C:7]1[C:8]([S:19]([C:22]2[C:27]([CH3:28])=[CH:26][CH:25]=[CH:24][C:23]=2[CH2:29][CH3:30])(=[O:21])=[O:20])=[N:9][N:10]([C:12](=[O:18])[N:13]([CH2:16][CH3:17])[CH2:14][CH3:15])[CH:11]=1.[CH3:31][S:32]SC.[Cl-].[NH4+]>CCCCCC.O1CCCC1>[Cl:6][C:7]1[C:8]([S:19]([C:22]2[C:27]([CH3:28])=[CH:26][CH:25]=[CH:24][C:23]=2[CH2:29][CH3:30])(=[O:21])=[O:20])=[N:9][N:10]([C:12](=[O:18])[N:13]([CH2:16][CH3:17])[CH2:14][CH3:15])[C:11]=1[S:32][CH3:31] |f:3.4|. Procedure: 0.11 ml of a 1.49M solution of butyllithium in hexane was added, at -78° C. and under an atmosphere of nitrogen, to a solution of 59 mg of 4-chloro-1-(diethylcarbamoyl)-3-(2-ethyl-6-methylphenylsulfonyl)pyrazole (prepared as described in Example 18) in 2 ml of dry tetrahydrofuran, and the resulting mixture was stirred for 30 minutes, after which 15 μl of methyl disulfide were added. The resulting reaction mixture was stirred for 30 minutes, and then mixed with an aqueous solution of ammonium chl... Reactants: C([O-])(O)=O.[Na+] (sodium bicarbonate), C(CO)O (ethylene glycol), S(O)(O)(=O)=O (sulphuric acid), ClC1=C(C=CC(=C1)Cl)CC(C(CC)=O)(C=1C=NC=CC1)O (5-(2,4-dichlorophenyl)-4-hydroxy-4-(3-pyridyl)-3-pentanone). The solvent is C1(=CC=CC=C1)C (toluene), O (water). The product is C1COC(C)(CC(CC2=C(C=C(C=C2)Cl)Cl)(C=2C=NC=CC2)O)O1 (5-(2,4-dichlorophenyl)-4-hydroxy-4-(3-pyridyl)-2-pentanone ethylene ketal). As a reaction SMILES: [CH2:1]([OH:4])[CH2:2][OH:3].S(=O)(=O)(O)O.[Cl:10][C:11]1[CH:16]=[C:15]([Cl:17])[CH:14]=[CH:13][C:12]=1[CH2:18][C:19]([OH:30])([C:24]1[CH:25]=[N:26][CH:27]=[CH:28][CH:29]=1)[C:20](=O)[CH2:21][CH3:22].C(=O)(O)[O-].[Na+]>C1(C)C=CC=CC=1.O>[CH2:1]1[O:4][C:21]([CH2:20][C:19]([OH:30])([C:24]2[CH:25]=[N:26][CH:27]=[CH:28][CH:29]=2)[CH2:18][C:12]2[CH:13]=[CH:14][C:15]([Cl:17])=[CH:16][C:11]=2[Cl:10])([CH3:22])[O:3][CH2:2]1 |f:3.4|. Reported procedure: 27 ml of ethylene glycol and 0.8 ml of concentrated sulphuric acid are added to a solution of 5 g of 5-(2,4-dichlorophenyl)-4-hydroxy-4-(3-pyridyl)-3-pentanone (see Example 1, 3rd end product) in 90 ml of toluene and the reaction mixture is heated at reflux temperature for 24 hours on a water separator. After cooling to room temperature the mixture is neutralized with saturated aqueous sodium bicarbonate solution and extracted with ethyl acetate. The organic phase is washed with saturated aqueou...